The task is: describe an organic reaction: reactants, conditions, products, and yield. This data is from the Open Reaction Database (ORD), a public repository of structured organic reaction records. Starting materials: C(C1=CC=CC=C1)OC1CC(C1)NC(OC(C)(C)C)=O (tert.butyl (3-benzyloxy-cyclobutyl)-carbamate). Reagents/catalysts: [OH-].[Pd+2].[OH-] (palladium hydroxide). The solvent is CO (methanol). Reaction conditions: temperature 45 celsius, time 5 hour. Product: OC1CC(C1)NC(OC(C)(C)C)=O (tert.butyl (3-hydroxy-cyclobutyl)-carbamate). As a reaction SMILES: C([O:8][CH:9]1[CH2:12][CH:11]([NH:13][C:14](=[O:20])[O:15][C:16]([CH3:19])([CH3:18])[CH3:17])[CH2:10]1)C1C=CC=CC=1>CO.[OH-].[Pd+2].[OH-]>[OH:8][CH:9]1[CH2:10][CH:11]([NH:13][C:14](=[O:20])[O:15][C:16]([CH3:18])([CH3:17])[CH3:19])[CH2:12]1 |f:2.3.4|. Reported procedure: 2.77 g (10 mmol) tert.butyl (3-benzyloxy-cyclobutyl)-carbamate are suspended in 100 ml of methanol and combined with 200 mg palladium hydroxide. The reaction mixture is stirred for 5 h at 45° C. and 45 bar H2 pressure. Then the catalyst is filtered off and the solvent is eliminated in vacuo. The residue is taken up in chloroform and washed three times with aqueous sodium hydrogen carbonate solution. The organic phase is dried with magnesium sulphate and the solvent is eliminated in vacuo. The reactants are S(=O)([O-])[O-].[Na+].[Na+] (sodium sulfite), C([O-])(O)=O.[Na+] (sodium bicarbonate), FC=1C=CC(=NC1)[C@@H](C)NC(OC(C)(C)C)=O (tert-butyl [(1R)-1-(5-fluoropyridin-2-yl)ethyl]carbamate), ClC1=CC(=CC=C1)C(=O)OO (3-chloroperbenzoic acid), ClC1=CC(=CC=C1)C(=O)OO (3-chloroperbenzoic acid). Run in ClCCl (dichloromethane). Reaction conditions: time 4.5 hour. Product: FC=1C=CC(=[N+](C1)[O-])[C@@H](C)NC(OC(C)(C)C)=O (tert-Butyl [(1R)-1-(5-fluoro-1-oxidopyridin-2-yl)ethyl]carbamate). Isolated yield 88.6%. RXN SMILES: [F:1][C:2]1[CH:3]=[CH:4][C:5]([C@H:8]([NH:10][C:11](=[O:17])[O:12][C:13]([CH3:16])([CH3:15])[CH3:14])[CH3:9])=[N:6][CH:7]=1.ClC1C=CC=C(C(OO)=[O:26])C=1.S([O-])([O-])=O.[Na+].[Na+].C(=O)(O)[O-].[Na+]>ClCCl>[F:1][C:2]1[CH:3]=[CH:4][C:5]([C@H:8]([NH:10][C:11](=[O:17])[O:12][C:13]([CH3:16])([CH3:15])[CH3:14])[CH3:9])=[N+:6]([O-:26])[CH:7]=1 |f:2.3.4,5.6|. Procedure: To a solution of tert-butyl [(1R)-1-(5-fluoropyridin-2-yl)ethyl]carbamate (5.77 g, 24.0 mmol) in dichloromethane (96 mL) was added 3-chloroperbenzoic acid (6.51 g, 26.4 mmol). After 4.5 h, excess 3-chloroperbenzoic acid (0.59 g, 2.6 mmol) was added. After 72 h, saturated aqueous sodium sulfite was added. After 1 h, saturated aqueous sodium bicarbonate was added. The organic layer was isolated and the aqueous layer was extracted with dichloromethane (2×). The combined organic extracts were washed... Reactants: C1CCOC1, Cl, [Na+], O=C([O-])O, N=C(Nc1cccc(C2OCCCO2)c1)c1cc(-c2ccccc2)ccc1F. Yields the product N=C(Nc1cccc(C=O)c1)c1cc(-c2ccccc2)ccc1F. Reaction SMILES: [CH2:35]1[O:36][CH2:37][CH2:38][CH2:39]1.[ClH:29].[Na+:34].[O-:30][C:31]([OH:32])=[O:33].[O:1]1[CH:2]([c:7]2[cH:8][c:9]([NH:13][C:14](=[NH:15])[c:16]3[cH:17][c:18](-[c:23]4[cH:24][cH:25][cH:26][cH:27][cH:28]4)[cH:19][cH:20][c:21]3[F:22])[cH:10][cH:11][cH:12]2)[O:6][CH2:5][CH2:4][CH2:3]1>>[O:1]=[CH:2][c:7]1[cH:8][c:9]([NH:13][C:14](=[NH:15])[c:16]2[cH:17][c:18](-[c:23]3[cH:24][cH:25][cH:26][cH:27][cH:28]3)[cH:19][cH:20][c:21]2[F:22])[cH:10][cH:11][cH:12]1. The reactants are [OH-].[Na+] (NaOH), suspension, C(C(C)C)N (isobutylamine), O (water), BrC(C(=O)Cl)CCCl (2-bromo-4-chlorobutyric acid chloride), product, ice. Reagents/catalysts: C(CCC)[N+](CCCC)(CCCC)CCCC.S(=O)(=O)(O)[O-] (tetrabutylammonium hydrogensulfate). Run in ClCCl (dichloromethane), ClCCl (dichloromethane). Conditions: time 2 hour. Product: C(C(C)C)N1C(C(CC1)Br)=O (N-isobutyl-3-bromopyrrolidine-2-one). The yield is 0.1%. RXN SMILES: [OH-].[Na+].[CH2:3]([NH2:7])[CH:4]([CH3:6])[CH3:5].[Br:8][CH:9]([CH2:13][CH2:14]Cl)[C:10](Cl)=[O:11].O>C([N+](CCCC)(CCCC)CCCC)CCC.S([O-])(O)(=O)=O.ClCCl>[CH2:3]([N:7]1[CH2:14][CH2:13][CH:9]([Br:8])[C:10]1=[O:11])[CH:4]([CH3:6])[CH3:5] |f:0.1,5.6|. Reported procedure: In a 1.5-liter 4-necked flask, equipped with a stirrer, reflux condenser, thermometer and argon inlet, 54.4 g NaOH pearls (1.36 mol) and 9.26 g tetrabutylammonium-hydrogensulfate (27.3 mmol) were suspended at room temperature under argon in 500 ml dichloromethane. To this suspension 36.6 g isobutylamine (500 mol) were added. Under stirring 100.0 g 2-bromo-4-chlorobutyric acid chloride (400 mol, product of Example 1) in 100 ml dichloromethane were added in 10 min. After the first three minutes of...